This data is from the Open Reaction Database (ORD), a public repository of structured organic reaction records. The task is: describe an organic reaction: reactants, conditions, products, and yield The reactants are [Si](C)(C)(C(C)(C)C)OCC=1C=C(OCC=2SC(=CC2)\C(=C\C#C)\CC)C=CC1CO[Si](C)(C)C(C)(C)C (2-[3,4-bis(tert-butyldimethylsilanyloxymethyl)phenoxymethyl]-5-((E)-1-ethyl-but-1-en-3-ynyl)thiophene), FC(C(=O)C(F)(F)F)(F)F (hexafluoroacetone), C(CCC)[Li] (butyllithium). Solvent: C1CCOC1 (THF). Reaction conditions: temperature -78 celsius, time 15 minute. The product is [Si](C)(C)(C(C)(C)C)OCC=1C=C(OCC2=CC=C(S2)/C(=C/C#CC(C(F)(F)F)(O)C(F)(F)F)/CC)C=CC1CO[Si](C)(C)C(C)(C)C ((E)-6-{5-[3,4-bis(tert-Butyldimethylsilanyloxy-methyl)phenoxymethyl]-2-thienyl}-1,1,1-trifluoro-2-trifluoromethyloct-5-en-3-yn-2-ol), oil. As a reaction SMILES: [Si:1]([O:8][CH2:9][C:10]1[CH:11]=[C:12]([CH:26]=[CH:27][C:28]=1[CH2:29][O:30][Si:31]([C:34]([CH3:37])([CH3:36])[CH3:35])([CH3:33])[CH3:32])[O:13][CH2:14][C:15]1[S:16][C:17](/[C:20](/[CH2:24][CH3:25])=[CH:21]/[C:22]#[CH:23])=[CH:18][CH:19]=1)([C:4]([CH3:7])([CH3:6])[CH3:5])([CH3:3])[CH3:2].C([Li])CCC.[F:43][C:44]([F:52])([F:51])[C:45]([C:47]([F:50])([F:49])[F:48])=[O:46]>C1COCC1>[Si:1]([O:8][CH2:9][C:10]1[CH:11]=[C:12]([CH:26]=[CH:27][C:28]=1[CH2:29][O:30][Si:31]([C:34]([CH3:36])([CH3:35])[CH3:37])([CH3:32])[CH3:33])[O:13][CH2:14][C:15]1[S:16][C:17](/[C:20](/[CH2:24][CH3:25])=[CH:21]/[C:22]#[C:23][C:45]([C:47]([F:50])([F:49])[F:48])([OH:46])[C:44]([F:52])([F:51])[F:43])=[CH:18][CH:19]=1)([C:4]([CH3:7])([CH3:6])[CH3:5])([CH3:3])[CH3:2]. Reported procedure: 1.7 g (3 mmol) of 2-[3,4-bis(tert-butyldimethylsilanyloxymethyl)phenoxymethyl]-5-((E)-1-ethyl-but-1-en-3-ynyl)thiophene are dissolved in 50 mL of THF and the mixture is cooled to −78° C. 1.3 mL (3.3 mmol) of 2.5 M butyllithium are then added. After stirring for 15 minutes at the same temperature, a gentle flow of hexafluoroacetone (gas) is introduced into the reaction medium. After reaction for 20 minutes at −78° C., the flow of gas is stopped and the reaction medium is treated in the usual mann...